The task is: describe an organic reaction: reactants, conditions, products, and yield. This data is from the Open Reaction Database (ORD), a public repository of structured organic reaction records. Reaction SMILES: [CH3:17][N+:18]1([O-:19])[CH2:20][CH2:21][O:22][CH2:23][CH2:24]1.[CH3:25][C:26]#[N:27].[Cl:1][c:2]1[c:3]2[c:4](=[O:16])[cH:5][c:6]([CH3:15])[o:7][c:8]2[c:9]([CH:12]([Br:13])[Br:14])[cH:10][cH:11]1>>[Cl:1][c:2]1[c:3]2[c:4](=[O:16])[cH:5][c:6]([CH3:15])[o:7][c:8]2[c:9]([CH:12]=[O:19])[cH:10][cH:11]1. Product: Cc1cc(=O)c2c(Cl)ccc(C=O)c2o1. Reactants: C[N+]1([O-])CCOCC1, CC#N, Cc1cc(=O)c2c(Cl)ccc(C(Br)Br)c2o1. The reactants are COc1ccc(N)cc1, CC(C)(C)[O-], COc1ccc(CNc2nc(Cl)nc3c2ncn3C(C)C)cc1, [K+], O=C(C=Cc1ccccc1)C=Cc1ccccc1, O=C(C=Cc1ccccc1)C=Cc1ccccc1, O=C(C=Cc1ccccc1)C=Cc1ccccc1, [Pd], [Pd]. The product is COc1ccc(CNc2nc(Nc3ccc(OC)cc3)nc3c2ncn3C(C)C)cc1. Reaction SMILES: [CH3:24][O:25][c:26]1[cH:27][cH:28][c:29]([NH2:30])[cH:31][cH:32]1.[CH3:33][C:34]([CH3:35])([O-:36])[CH3:37].[Cl:1][c:2]1[n:3][c:4]([NH:14][CH2:15][c:16]2[cH:17][cH:18][c:19]([O:22][CH3:23])[cH:20][cH:21]2)[c:5]2[n:6][cH:7][n:8]([CH:11]([CH3:12])[CH3:13])[c:9]2[n:10]1.[K+:38].[O:41]=[C:42]([CH:43]=[CH:44][c:45]1[cH:46][cH:47][cH:48][cH:49][cH:50]1)[CH:51]=[CH:52][c:53]1[cH:54][cH:55][cH:56][cH:57][cH:58]1.[O:59]=[C:60]([CH:61]=[CH:62][c:63]1[cH:64][cH:65][cH:66][cH:67][cH:68]1)[CH:69]=[CH:70][c:71]1[cH:72][cH:73][cH:74][cH:75][cH:76]1.[O:77]=[C:78]([CH:79]=[CH:80][c:81]1[cH:82][cH:83][cH:84][cH:85][cH:86]1)[CH:87]=[CH:88][c:89]1[cH:90][cH:91][cH:92][cH:93][cH:94]1.[Pd:39].[Pd:40]>>[c:2]1([NH:30][c:29]2[cH:28][cH:27][c:26]([O:25][CH3:24])[cH:32][cH:31]2)[n:3][c:4]([NH:14][CH2:15][c:16]2[cH:17][cH:18][c:19]([O:22][CH3:23])[cH:20][cH:21]2)[c:5]2[n:6][cH:7][n:8]([CH:11]([CH3:12])[CH3:13])[c:9]2[n:10]1. Reactants: CO (MeOH), [H-].[Na+] (sodium hydride), three-necked, CCOC(=O)C (EtOAc), suspension, oil, FC1=C(C(=CC=C1)F)[N+](=O)[O-] (2,6-difluoronitrobenzene). Run in C1CCOC1 (THF), C1CCOC1 (THF). Reaction conditions: time 1 hour. The product is FC1=C(C(=CC=C1)OC)[N+](=O)[O-] (1-fluoro-3-methoxy-2-nitrobenzene). RXN SMILES: [H-].[Na+].CO.[F:5][C:6]1[CH:11]=[CH:10][CH:9]=[C:8](F)[C:7]=1[N+:13]([O-:15])=[O:14].C[CH2:17][O:18]C(C)=O>C1COCC1>[F:5][C:6]1[CH:11]=[CH:10][CH:9]=[C:8]([O:18][CH3:17])[C:7]=1[N+:13]([O-:15])=[O:14] |f:0.1|. Procedure: 252 mg of sodium hydride as a 60% suspension in oil (6.29 mmol) are placed in a 100 mL three-necked flask containing 10 mL of THF and 0.255 mL of MeOH. The mixture is stirred at room temperature for 1 hour, and a solution of 2,6-difluoronitrobenzene 47 (1.0 g, 6.29 mmol) in 10 mL of THF is added. The reaction medium is left at room temperature for 16 hours. 10 mL of EtOAc are added and the resulting mixture is washed twice with 20 mL of distilled water. The organic phase is dried over MgSO4, fil... Starting materials: O (water), ClC(C(=O)OCC)(F)F (Ethyl chlorodifluoroacetate), BrC=1C=C(C(=O)OC)C=CC1O (methyl 3-bromo-4-hydroxybenzoate), C([O-])([O-])=O.[K+].[K+] (potassium carbonate). Run in CN(C=O)C (N,N-dimethylformamide). Run at temperature 65 celsius. Product: BrC=1C=C(C(=O)OC)C=CC1OC(F)F (Methyl 3-Bromo-4-(difluoromethoxy)benzoate). Yield: 49.1%. As a reaction SMILES: Cl[C:2]([F:9])([F:8])C(OCC)=O.[Br:10][C:11]1[CH:12]=[C:13]([CH:18]=[CH:19][C:20]=1[OH:21])[C:14]([O:16][CH3:17])=[O:15].C(=O)([O-])[O-].[K+].[K+].O>CN(C)C=O>[Br:10][C:11]1[CH:12]=[C:13]([CH:18]=[CH:19][C:20]=1[O:21][CH:2]([F:9])[F:8])[C:14]([O:16][CH3:17])=[O:15] |f:2.3.4|. Procedure: Ethyl chlorodifluoroacetate (1.12 ml, 8.7 mmol) was added to a mixture of methyl 3-bromo-4-hydroxybenzoate (Description 64, 2.0 g, 8.7 mmol) and potassium carbonate (1.2 g, 8.7 mmol) in N,N-dimethylformamide (20 ml) and the mixture was heated at 65° C. for 16 h. The mixture was cooled, water (100 ml) was added and the mixture was extracted with ethyl acetate (2×100 ml). The combined organic fractions were dried (Na2SO4) and the solvent was evaporated under reduced pressure. The residue was purif...